This data is from the Open Reaction Database (ORD), a public repository of structured organic reaction records. The task is: describe an organic reaction: reactants, conditions, products, and yield Starting materials: C(C)OC([C@@H](C)N1C(COC2=C1C=CC(=C2)Br)=S)=O ((R)-2-(7-bromo-3-thioxo-2,3-dihydro-benzo[1,4]oxazin-4-yl)-propionic acid ethyl ester), O.NN (hydrazine hydrate). Run in CCO (EtOH). Run at time 8 hour. Yields the product BrC1=CC=C2N3[C@@H](C(NN=C3COC2=C1)=O)C ((R)-7-bromo-4-methyl-2,10-dihydro-9-oxa-1,2,4a-triaza-phenanthren-3-one). Isolated yield 63.1%. RXN SMILES: C([O:3][C:4](=O)[C@H:5]([N:7]1[C:12]2[CH:13]=[CH:14][C:15]([Br:17])=[CH:16][C:11]=2[O:10][CH2:9][C:8]1=S)[CH3:6])C.O.[NH2:21][NH2:22]>CCO>[Br:17][C:15]1[CH:16]=[C:11]2[C:12]([N:7]3[C:8]([CH2:9][O:10]2)=[N:22][NH:21][C:4](=[O:3])[C@H:5]3[CH3:6])=[CH:13][CH:14]=1 |f:1.2|. Procedure: To a mixture of (R)-2-(7-bromo-3-thioxo-2,3-dihydro-benzo[1,4]oxazin-4-yl)-propionic acid ethyl ester (60 g, 174 mmol) in EtOH (800 mL) was added hydrazine hydrate (98%, 17.4 g, 349 mmol) and the reaction mixture was stirred at ambient temperature overnight. The precipitate was collected by filtration and washed with cold EtOH (3×80 mL) to give (R)-7-bromo-4-methyl-2,10-dihydro-9-oxa-1,2,4a-triaza-phenanthren-3-one (32.5 g, 59%) as a white solid. 1H NMR (400 MHz, DMSO-d6) δ 10.82 (s, 1H), 7.23 (... The reactants are [Al+3], CCOC(=O)CC1(CCc2ccc(OC)cc2)OCCO1, [H-], [H-], [H-], [H-], [Li+], [Na+], [Na+], O=S(=O)([O-])[O-], C1CCOC1. The product is COc1ccc(CCC2(CCO)OCCO2)cc1. As a reaction SMILES: [Al+3:2].[CH3:7][O:8][c:9]1[cH:10][cH:11][c:12]([CH2:15][CH2:16][C:17]2([CH2:18][C:19](=[O:20])[O:21][CH2:22][CH3:23])[O:24][CH2:25][CH2:26][O:27]2)[cH:13][cH:14]1.[H-:1].[H-:4].[H-:5].[H-:6].[Li+:3].[Na+:28].[Na+:29].[O-:30][S:31]([O-:32])(=[O:33])=[O:34].[O:35]1[CH2:36][CH2:37][CH2:38][CH2:39]1>>[CH3:7][O:8][c:9]1[cH:10][cH:11][c:12]([CH2:15][CH2:16][C:17]2([CH2:18][CH2:19][OH:20])[O:24][CH2:25][CH2:26][O:27]2)[cH:13][cH:14]1.